From a dataset of the Open Reaction Database (ORD), a public repository of structured organic reaction records. describe an organic reaction: reactants, conditions, products, and yield Reactants: Cl.N1=C(C=CC=C1)N(C(=O)C1=CC2=C(N(C(=N2)CNC=2N=CC(=NC2)C(N)=N)C)C=C1)CCC(=O)OCC (1-methyl-2-[N-(2-amidinopyrazin-5-yl)aminomethyl]benzimidazol-5-yl-carboxylic acid-N-(2-pyridyl)-N-(2-ethoxycarbonylethyl)amide hydrochloride), [OH-].[Na+] (sodium hydroxide), C23H23N9O3. Run in CO (methanol). Product: N1=C(C=CC=C1)N(C(=O)C1=CC2=C(N(C(=N2)CNC=2N=CC(=NC2)C(N)=N)C)C=C1)CCC(=O)O (1-Methyl-2-[N-(2-amidinopyrazin-5-yl)aminomethyl]benzimidazol-5-yl-carboxylic acid-N-(2-pyridyl)-N-(2-hydroxycarbonylethyl)amide). Yield: 11.0%. Reaction SMILES: Cl.[N:2]1[CH:7]=[CH:6][CH:5]=[CH:4][C:3]=1[N:8]([CH2:32][CH2:33][C:34]([O:36]CC)=[O:35])[C:9]([C:11]1[CH:31]=[CH:30][C:14]2[N:15]([CH3:29])[C:16]([CH2:18][NH:19][C:20]3[N:21]=[CH:22][C:23]([C:26](=[NH:28])[NH2:27])=[N:24][CH:25]=3)=[N:17][C:13]=2[CH:12]=1)=[O:10].[OH-].[Na+]>CO>[N:2]1[CH:7]=[CH:6][CH:5]=[CH:4][C:3]=1[N:8]([CH2:32][CH2:33][C:34]([OH:36])=[O:35])[C:9]([C:11]1[CH:31]=[CH:30][C:14]2[N:15]([CH3:29])[C:16]([CH2:18][NH:19][C:20]3[N:21]=[CH:22][C:23]([C:26](=[NH:27])[NH2:28])=[N:24][CH:25]=3)=[N:17][C:13]=2[CH:12]=1)=[O:10] |f:0.1,2.3|. Procedure: Prepared analogously to Example 26 from 1-methyl-2-[N-(2-amidinopyrazin-5-yl)aminomethyl]benzimidazol-5-yl-carboxylic acid-N-(2-pyridyl)-N-(2-ethoxycarbonylethyl)amide hydrochloride and sodium hydroxide solution. Yield: 11% of theory, C23H23N9O3 (473.5); Rf value: 0.55 (Reversed Phase silica gel RP-8; 5% saline solution/methanol=6:4); EKA mass spectrum: (M+H)+=474; (M+H+Na)+=496.6. The reactants are CN(C)S(=O)(=O)Cl, COc1cc(N2CCN(C)CC2)c2oc(C(=O)Nc3ccc(N4CCNCC4)cc3)cc(=O)c2c1. Yields the product COc1cc(N2CCN(C)CC2)c2oc(C(=O)Nc3ccc(N4CCN(S(=O)(=O)N(C)C)CC4)cc3)cc(=O)c2c1. As a reaction SMILES: [CH3:36][N:37]([S:38](=[O:39])(=[O:40])[Cl:41])[CH3:42].[N:1]1([c:7]2[cH:8][cH:9][c:10]([NH:13][C:14](=[O:15])[c:16]3[o:17][c:18]4[c:19]([N:29]5[CH2:30][CH2:31][N:32]([CH3:35])[CH2:33][CH2:34]5)[cH:20][c:21]([O:27][CH3:28])[cH:22][c:23]4[c:24](=[O:26])[cH:25]3)[cH:11][cH:12]2)[CH2:2][CH2:3][NH:4][CH2:5][CH2:6]1>>[N:1]1([c:7]2[cH:8][cH:9][c:10]([NH:13][C:14](=[O:15])[c:16]3[o:17][c:18]4[c:19]([N:29]5[CH2:30][CH2:31][N:32]([CH3:35])[CH2:33][CH2:34]5)[cH:20][c:21]([O:27][CH3:28])[cH:22][c:23]4[c:24](=[O:26])[cH:25]3)[cH:11][cH:12]2)[CH2:2][CH2:3][N:4]([S:38]([N:37]([CH3:36])[CH3:42])(=[O:39])=[O:40])[CH2:5][CH2:6]1. Starting materials: [Al+3], N#Cc1ccncc1, [Cl-], [Cl-], [Cl-], ClCCl, Cl, Nc1ccc(Cl)cc1, [Na+], [OH-], O. The product is Nc1ccc(Cl)cc1C(=O)c1ccncc1. As a reaction SMILES: [Al+3:18].[C:9](#[N:10])[c:11]1[cH:12][cH:13][n:14][cH:15][cH:16]1.[Cl-:17].[Cl-:19].[Cl-:20].[Cl:24][CH2:25][Cl:26].[ClH:21].[NH2:1][c:2]1[cH:3][cH:4][c:5]([Cl:6])[cH:7][cH:8]1.[Na+:23].[OH-:22].[OH2:27]>>[NH2:1][c:2]1[c:3]([C:9]([c:11]2[cH:12][cH:13][n:14][cH:15][cH:16]2)=[O:22])[cH:4][c:5]([Cl:6])[cH:7][cH:8]1. The solvent is ClCCl (dichloromethane). Reaction SMILES: [C:1]([O:5][C:6](=[O:17])[NH:7][C:8]1[CH:13]=[CH:12][C:11]([CH2:14][CH2:15][OH:16])=[CH:10][CH:9]=1)([CH3:4])([CH3:3])[CH3:2].[CH2:18]([O:20][C:21](=[O:34])[CH:22]([O:31][CH2:32][CH3:33])[CH2:23][C:24]1[CH:29]=[CH:28][C:27](O)=[CH:26][CH:25]=1)[CH3:19].N(C(N1CCCCC1)=O)=NC(N1CCCCC1)=O.C1(P(C2C=CC=CC=2)C2C=CC=CC=2)C=CC=CC=1>ClCCl>[CH2:18]([O:20][C:21](=[O:34])[CH:22]([O:31][CH2:32][CH3:33])[CH2:23][C:24]1[CH:29]=[CH:28][C:27]([O:16][CH2:15][CH2:14][C:11]2[CH:10]=[CH:9][C:8]([NH:7][C:6]([O:5][C:1]([CH3:4])([CH3:2])[CH3:3])=[O:17])=[CH:13][CH:12]=2)=[CH:26][CH:25]=1)[CH3:19]. Yields the product C(C)OC(C(CC1=CC=C(C=C1)OCCC1=CC=C(C=C1)NC(=O)OC(C)(C)C)OCC)=O (3-{4-[2-(4-tert-butoxycarbonylaminophenyl)ethoxy]-phenyl}-2-ethoxypropanoic acid ethyl ester). Reported procedure: 4-(2-Hydroxyethyl)phenylcarbamic acid tert-butyl ester (1.03 g; 4.34 mmole) and 2-ethoxy-3-(4-hydroxyphenyl)propanoic acid ethyl ester (1.03 g; 4.34 mmole) were dissolved in dichloromethane under argon at room temperature. Azodicarbonyl dipiperidine (1.65 g, 6.5 mmole) and thereafter triphenylphosphine (1.37 g; 5.2 mmole) were added. After stirring at room temperature for 6 hours the solvent was evaporated in vacuo. Purification by chromatography on silica gel using heptane ethyl acetate (2:1) a... Reactants: C(C)(C)(C)OC(NC1=CC=C(C=C1)CCO)=O (4-(2-Hydroxyethyl)phenylcarbamic acid tert-butyl ester), C(C)OC(C(CC1=CC=C(C=C1)O)OCC)=O (2-ethoxy-3-(4-hydroxyphenyl)propanoic acid ethyl ester), N(=NC(=O)N1CCCCC1)C(=O)N1CCCCC1 (Azodicarbonyl dipiperidine), C1(=CC=CC=C1)P(C1=CC=CC=C1)C1=CC=CC=C1 (triphenylphosphine). Conditions: time 6 hour. Isolated yield 89.6%. The reactants are O (water), C(C(C)C)C(=O)C1=C(C=CC=C1)F (isobutyl-(2-fluoro-phenyl)-ketone), N1CCCCC1 (piperidine), C([O-])([O-])=O.[K+].[K+] (potassium carbonate). Solvent: CN(C)C=O (DMF). Reaction conditions: temperature 120 celsius. The product is C(C(C)C)C(=O)C1=C(C=CC=C1)N1CCCCC1 (isobutyl-(2-piperidino-phenyl)-ketone). Isolated yield 95.0%. As a reaction SMILES: [CH2:1]([C:5]([C:7]1[CH:12]=[CH:11][CH:10]=[CH:9][C:8]=1F)=[O:6])[CH:2]([CH3:4])[CH3:3].[NH:14]1[CH2:19][CH2:18][CH2:17][CH2:16][CH2:15]1.C(=O)([O-])[O-].[K+].[K+].O>CN(C=O)C>[CH2:1]([C:5]([C:7]1[CH:12]=[CH:11][CH:10]=[CH:9][C:8]=1[N:14]1[CH2:19][CH2:18][CH2:17][CH2:16][CH2:15]1)=[O:6])[CH:2]([CH3:4])[CH3:3] |f:2.3.4|. Reported procedure: A mixture of isobutyl-(2-fluoro-phenyl)-ketone 13 (0.928 gm, 5 mmole), piperidine (0.645 gm, 7.82 mole) and potassium carbonate (1.08 gm, 7.82 mmole) in 4 ml of DMF was heated for 4 hrs at 120° C. After completion of the reaction (monitored by TLC), the reaction mixture was cooled and water (30 ml) was added to the reaction mixture and then extracted with ethyl acetate (1×15 ml, 2×7 ml). The combined organic layers were washed with a saturated ammonium chloride solution (2×15 ml) and subsequentl...